This data is from the Open Reaction Database (ORD), a public repository of structured organic reaction records. The task is: describe an organic reaction: reactants, conditions, products, and yield Reactants: solid, BrC1=CC(=CC=2C(=C3N(C12)CCNC3=O)C)Cl (6-bromo-8-chloro-10-methyl-3,4-dihydro-2H-pyrazino[1,2-a]indol-1-one), BrC1=CC(=CC=2C(=C3N(C12)CCNC3=O)C)Cl (6-bromo-8-chloro-10-methyl-3,4-dihydro-2H-pyrazino[1,2-a]indol-1-one), COC1=NC=C(C=N1)B(O)O (2-methoxypyrimidin-5-ylboronic acid). The product is ClC1=CC=2C(=C3N(C2C(=C1)C=1C=NC(=NC1)OC)CCNC3=O)C (8-Chloro-6-(2-methoxy-pyrimidin-5-yl)-10-methyl-3,4-dihydro-2H-pyrazino[1,2-a]indol-1-one). Reaction SMILES: Br[C:2]1[C:10]2[N:9]3[CH2:11][CH2:12][NH:13][C:14](=[O:15])[C:8]3=[C:7]([CH3:16])[C:6]=2[CH:5]=[C:4]([Cl:17])[CH:3]=1.[CH3:18][O:19][C:20]1[N:25]=[CH:24][C:23](B(O)O)=[CH:22][N:21]=1>>[Cl:17][C:4]1[CH:3]=[C:2]([C:23]2[CH:22]=[N:21][C:20]([O:19][CH3:18])=[N:25][CH:24]=2)[C:10]2[N:9]3[CH2:11][CH2:12][NH:13][C:14](=[O:15])[C:8]3=[C:7]([CH3:16])[C:6]=2[CH:5]=1. Procedure details: The title compound, white solid (68 mg, 79%), MS (ISP) m/z=343.5 [(M+H)+], mp 270.5° C., was prepared in accordance with the general method of example 1 from 6-bromo-8-chloro-10-methyl-3,4-dihydro-2H-pyrazino[1,2-a]indol-1-one (intermediate 12) (78.4 mg, 0.25 mmol) and commercially available 2-methoxypyrimidin-5-ylboronic acid (50.0 mg, 0.325 mmol). The reactants are C(C#C)OCCCCCCCCCCO (10-(2-propynyloxy)-1-decanol), N1=CC=CC=C1 (pyridine), C1(CC1)C(=O)Cl (cyclopropane carboxylic acid chloride). Solvent: CCOCC (ether), CCOCC (ether). Yields the product C(C#C)OCCCCCCCCCCOC(=O)C1CC1 (cyclopropane carboxylic acid 10-(2-propynyloxy)decyl ester). Reaction SMILES: [CH2:1]([O:4][CH2:5][CH2:6][CH2:7][CH2:8][CH2:9][CH2:10][CH2:11][CH2:12][CH2:13][CH2:14][OH:15])[C:2]#[CH:3].N1C=CC=CC=1.[CH:22]1([C:25](Cl)=[O:26])[CH2:24][CH2:23]1>CCOCC>[CH2:1]([O:4][CH2:5][CH2:6][CH2:7][CH2:8][CH2:9][CH2:10][CH2:11][CH2:12][CH2:13][CH2:14][O:15][C:25]([CH:22]1[CH2:24][CH2:23]1)=[O:26])[C:2]#[CH:3]. Procedure: 91 g. of 10-(2-propynyloxy)-1-decanol are dissolved in 500 ml. of ether and treated with 37 g. of pyridine. While cooling with ice and stirring, there are added dropwise 49.5 g. of cyclopropane carboxylic acid chloride and 50 ml. of ether thereto. Subsequently, the mixture is stirred at room temperature for 3 hours. The mixture is poured onto ice-water, exhaustively extracted with ether and the extract is washed with 2 N hydrochloric acid, water, 10% potassium bicarbonate solution, semi-saturate... The reactants are N (Ammonia), ice, Cl.IC=1C=C(C(OCC)=N)C=CC1 (Ethyl 3-Iodobenzimidate hydrochloride). Solvent: C(C)O (ethanol). Run at time 48 hour. Yields the product Cl.IC=1C=C(C(=N)N)C=CC1 (3-Iodobenzamidine hydrochloride). RXN SMILES: [NH3:1].[ClH:2].[I:3][C:4]1[CH:5]=[C:6]([CH:12]=[CH:13][CH:14]=1)[C:7](=[NH:11])OCC>C(O)C>[ClH:2].[I:3][C:4]1[CH:5]=[C:6]([CH:12]=[CH:13][CH:14]=1)[C:7]([NH2:11])=[NH:1] |f:1.2,4.5|. Reported procedure: Ammonia gas was bubbled into an ice-cold suspension of the product (1.00 g, 3.21 mmol) from Step A in 20 mL of absolute ethanol for 20 min. The resultant clear solution was allowed to warm to room temperature and stirred for 48 h. The reaction mixture was then concentrated under reduced pressure, and the residue was triturated with diethyl ether. The supernatant was decanted, and the residual gummy product was dried in vacuo to afford the title compound as white foam. Reactants: C12(CC3CC(CC(C1)C3)C2)NC(C2=CC(=C(C(=C2)[N+](=O)[O-])OC(C)=O)OC(C)=O)=O (N-(1-Adamantyl)-3,4-diacetoxy-5-nitrobenzamide), S(O)(O)(=O)=O (sulfuric acid), O (water). The solvent is CO (methanol). Product: C12(CC3CC(CC(C1)C3)C2)NC(C2=CC(=C(C(=C2)[N+](=O)[O-])O)O)=O (N-(1-Adamantyl)-3,4-dihydroxy-5-nitrobenzamide). Isolated yield 88.8%. Reaction SMILES: [C:1]12([NH:11][C:12](=[O:30])[C:13]3[CH:18]=[C:17]([N+:19]([O-:21])=[O:20])[C:16]([O:22]C(=O)C)=[C:15]([O:26]C(=O)C)[CH:14]=3)[CH2:10][CH:5]3[CH2:6][CH:7]([CH2:9][CH:3]([CH2:4]3)[CH2:2]1)[CH2:8]2.S(=O)(=O)(O)O.O>CO>[C:1]12([NH:11][C:12](=[O:30])[C:13]3[CH:18]=[C:17]([N+:19]([O-:21])=[O:20])[C:16]([OH:22])=[C:15]([OH:26])[CH:14]=3)[CH2:10][CH:5]3[CH2:4][CH:3]([CH2:9][CH:7]([CH2:6]3)[CH2:8]1)[CH2:2]2. Reported procedure: A solution containing 1.2 g of the product obtained in Example 43 and a catalytic amount of sulfuric acid in 10 ml of methanol was refluxed for 3 h. 20 ml of water was added and on cooling 0.85 g (89.5%) of the desired product was crystallized, m.p. 207°-208° C.